Dataset: the Open Reaction Database (ORD), a public repository of structured organic reaction records. Task: describe an organic reaction: reactants, conditions, products, and yield The reactants are O=C([O-])O, ClCCl, CC(=O)OC(C)=O, [Na+], O, c1ccncc1, CN(CCO)CCOCCc1ccc2sccc2c1. The product is CC(=O)OCCN(C)CCOCCc1ccc2sccc2c1. RXN SMILES: [C:33](=[O:34])([O-:35])[OH:36].[CH2:38]([Cl:39])[Cl:40].[CH3:26][C:27](=[O:28])[O:29][C:30](=[O:31])[CH3:32].[Na+:37].[OH2:41].[cH:20]1[cH:21][cH:22][n:23][cH:24][cH:25]1.[s:1]1[c:2]2[c:3]([cH:4][cH:5]1)[cH:6][c:7]([CH2:10][CH2:11][O:12][CH2:13][CH2:14][N:15]([CH2:16][CH2:17][OH:18])[CH3:19])[cH:8][cH:9]2>>[s:1]1[c:2]2[c:3]([cH:4][cH:5]1)[cH:6][c:7]([CH2:10][CH2:11][O:12][CH2:13][CH2:14][N:15]([CH2:16][CH2:17][O:18][C:27]([CH3:26])=[O:28])[CH3:19])[cH:8][cH:9]2. Starting materials: CCOC(=O)c1cnn(-c2ccc(OC)cc2)c1, CCO, Cl, [Na+], [OH-]. The product is COc1ccc(-n2cc(C(=O)O)cn2)cc1. RXN SMILES: [CH3:1][O:2][c:3]1[cH:4][cH:5][c:6](-[n:9]2[n:10][cH:11][c:12]([C:14](=[O:15])[O:16][CH2:17][CH3:18])[cH:13]2)[cH:7][cH:8]1.[CH3:22][CH2:23][OH:24].[ClH:19].[Na+:21].[OH-:20]>>[CH3:1][O:2][c:3]1[cH:4][cH:5][c:6](-[n:9]2[n:10][cH:11][c:12]([C:14](=[O:15])[OH:16])[cH:13]2)[cH:7][cH:8]1.